From a dataset of the Open Reaction Database (ORD), a public repository of structured organic reaction records. describe an organic reaction: reactants, conditions, products, and yield Reaction SMILES: [CH2:31]1[O:32][CH2:33][CH2:34][CH2:35]1.[CH3:1][C:2]([CH3:3])([O:4][C:5](=[O:6])[N:7]1[CH2:8][CH2:9][N:10]([c:13]2[cH:14][cH:15][c:16]([C:18](=[O:19])[O:20][CH2:21][CH2:22][CH2:23][CH3:24])[s:17]2)[CH2:11][CH2:12]1)[CH3:25].[CH3:28][OH:29].[Na+:27].[OH-:26].[OH2:30]>>[CH3:1][C:2]([CH3:3])([O:4][C:5](=[O:6])[N:7]1[CH2:8][CH2:9][N:10]([c:13]2[cH:14][cH:15][c:16]([C:18](=[O:19])[OH:20])[s:17]2)[CH2:11][CH2:12]1)[CH3:25]. Reactants: C1CCOC1, CCCCOC(=O)c1ccc(N2CCN(C(=O)OC(C)(C)C)CC2)s1, CO, [Na+], [OH-], O. Product: CC(C)(C)OC(=O)N1CCN(c2ccc(C(=O)O)s2)CC1. Reactants: C1(CCC(=O)O1)=O (succinic anhydride), BrC1=CC(=C(C=C1)F)C (4-bromo-1-fluoro-2-methyl-benzene), Cl (HCl), aryl bromide, aryl magnesium bromide. The solvent is C1CCOC1 (THF), C1CCOC1 (THF). Reaction conditions: temperature 62 celsius, time 30 minute. Product: FC1=C(C=C(C=C1)C(CCC(=O)O)=O)C (4-(4-fluoro-3-methylphenyl)-4-oxobutanoic acid). As a reaction SMILES: Br[C:2]1[CH:7]=[CH:6][C:5]([F:8])=[C:4]([CH3:9])[CH:3]=1.[C:10]1(=[O:16])[O:15][C:13](=[O:14])[CH2:12][CH2:11]1.Cl>C1COCC1>[F:8][C:5]1[CH:6]=[CH:7][C:2]([C:10](=[O:16])[CH2:11][CH2:12][C:13]([OH:15])=[O:14])=[CH:3][C:4]=1[CH3:9]. Procedure details: To an oven dried three neck flask was added Mg turnings (355 mg, 14.6 mg-at.) catalytic amount of iodine, and 20 mL THF. To the resulting mixture was added dropwise 4-bromo-1-fluoro-2-methyl-benzene (1.0 g, 0.005 mol) with heating to ˜62° C. After completing the addition of the aryl bromide, the mixture was stirred for an additional 30 min at 62° C. The THF solution of the prepared aryl magnesium bromide was cooled to −70° C. and succinic anhydride (1.0 g, 0.01 mmol) added as a solution in 10 mL... Reactants: C1(=CC=CC=C1)CCC1OC1 (2-(2-phenylethyl)oxirane), N.CO (NH3 MeOH). Run at temperature 70 celsius, time 2 hour. Yields the product NCC(CCC1=CC=CC=C1)O (1-amino-4-phenyl-2-butanol). Reaction SMILES: [C:1]1([CH2:7][CH2:8][CH:9]2[CH2:11][O:10]2)[CH:6]=[CH:5][CH:4]=[CH:3][CH:2]=1.[NH3:12].CO>>[NH2:12][CH2:11][CH:9]([OH:10])[CH2:8][CH2:7][C:1]1[CH:6]=[CH:5][CH:4]=[CH:3][CH:2]=1 |f:1.2|. Procedure details: 2-(2-phenylethyl)oxirane (8.0 g, 54 mmol) was placed in a sealed tube with 7N NH3-MeOH (130 mL) and stirred 2 hours at 70° C. followed by concentration to a clear oil (and was used without further purification in the following step. Starting materials: CCOC(=O)c1ccc(Oc2ccc(Br)c(C3OCCO3)c2)cc1OC, C1CCOC1, CCOC(C)=O, Cl. Yields the product CCOC(=O)c1ccc(Oc2ccc(Br)c(C=O)c2)cc1OC. As a reaction SMILES: [CH2:1]([CH3:2])[O:3][C:4]([c:5]1[c:6]([O:24][CH3:25])[cH:7][c:8]([O:11][c:12]2[cH:13][c:14]([CH:19]3[O:20][CH2:23][CH2:22][O:21]3)[c:15]([Br:18])[cH:16][cH:17]2)[cH:9][cH:10]1)=[O:26].[CH2:28]1[O:29][CH2:30][CH2:31][CH2:32]1.[CH3:33][CH2:34][O:35][C:36]([CH3:37])=[O:38].[ClH:27]>>[CH2:1]([CH3:2])[O:3][C:4]([c:5]1[c:6]([O:24][CH3:25])[cH:7][c:8]([O:11][c:12]2[cH:13][c:14]([CH:19]=[O:20])[c:15]([Br:18])[cH:16][cH:17]2)[cH:9][cH:10]1)=[O:26]. The reactants are O=C([O-])O, Cn1cc(NC(=O)c2cc(NC(=O)c3cc([N+](=O)[O-])cn3C)cn2C)cc1C(=O)O, Cl, Cl, N=C(N)NCCN, [Na+], CN(C)C=O, On1nnc2ccccc21. The product is Cn1cc(NC(=O)c2cc(NC(=O)c3cc([N+](=O)[O-])cn3C)cn2C)cc1C(=O)NCCNC(=N)N, Cl. Reaction SMILES: [C:50](=[O:51])([OH:52])[O-:53].[CH3:1][n:2]1[c:3]([C:28](=[O:29])[OH:30])[cH:4][c:5]([NH:7][C:8](=[O:9])[c:10]2[n:11]([CH3:27])[cH:12][c:13]([NH:15][C:16](=[O:17])[c:18]3[n:19]([CH3:26])[cH:20][c:21]([N+:23](=[O:24])[O-:25])[cH:22]3)[cH:14]2)[cH:6]1.[ClH:31].[ClH:32].[NH2:33][CH2:34][CH2:35][NH:36][C:37](=[NH:38])[NH2:39].[Na+:54].[O:55]=[CH:56][N:57]([CH3:58])[CH3:59].[OH:40][n:41]1[c:42]2[cH:43][cH:44][cH:45][cH:46][c:47]2[n:48][n:49]1>>[CH3:1][n:2]1[c:3]([C:28](=[O:29])[NH:33][CH2:34][CH2:35][NH:36][C:37](=[NH:38])[NH2:39])[cH:4][c:5]([NH:7][C:8](=[O:9])[c:10]2[n:11]([CH3:27])[cH:12][c:13]([NH:15][C:16](=[O:17])[c:18]3[n:19]([CH3:26])[cH:20][c:21]([N+:23](=[O:24])[O-:25])[cH:22]3)[cH:14]2)[cH:6]1.[ClH:31]. Reaction SMILES: [F:1][c:2]1[c:3]([C:22](=[O:23])[OH:24])[n:4][cH:5][cH:6][c:7]1[S:8][c:9]1[cH:10][n:11][c:12]([NH:14][c:15]2[n:16][cH:17][cH:18][c:19]([CH3:21])[cH:20]2)[s:13]1.[NH2:25][CH2:26][C:27]1([c:40]2[cH:41][cH:42][c:43]([F:46])[cH:44][cH:45]2)[CH2:28][CH2:29][N:30]([C:33](=[O:34])[O:35][C:36]([CH3:37])([CH3:38])[CH3:39])[CH2:31][CH2:32]1>>[F:1][c:2]1[c:3]([C:22](=[O:24])[NH:25][CH2:26][C:27]2([c:40]3[cH:41][cH:42][c:43]([F:46])[cH:44][cH:45]3)[CH2:28][CH2:29][N:30]([C:33](=[O:34])[O:35][C:36]([CH3:37])([CH3:38])[CH3:39])[CH2:31][CH2:32]2)[n:4][cH:5][cH:6][c:7]1[S:8][c:9]1[cH:10][n:11][c:12]([NH:14][c:15]2[n:16][cH:17][cH:18][c:19]([CH3:21])[cH:20]2)[s:13]1. The reactants are Cc1ccnc(Nc2ncc(Sc3ccnc(C(=O)O)c3F)s2)c1, CC(C)(C)OC(=O)N1CCC(CN)(c2ccc(F)cc2)CC1. Product: Cc1ccnc(Nc2ncc(Sc3ccnc(C(=O)NCC4(c5ccc(F)cc5)CCN(C(=O)OC(C)(C)C)CC4)c3F)s2)c1. The reactants are FC=1C=C2C(=C(/C(/C2=CC1)=C/C1=CC=C(C=C1)SC)C)CCON (O-2-[Z-5-fluoro-2-methyl-1-(4-methylthiophenyl)methylene-1H-inden-3-yl]ethyl hydroxylamine), O(C1=CC=CC=C1)CC=O (phenoxyacetaldehyde). The product is FC=1C=C2C(=C(/C(/C2=CC1)=C/C1=CC=C(C=C1)SC)C)CCON=CCOC1=CC=CC=C1 (phenoxyacetaldehyde-O-2-[Z-5-fluoro-2-methyl-1-(4-methylthiophenyl)methylene-1H-inden-3-yl]ethyl oxime). As a reaction SMILES: [F:1][C:2]1[CH:3]=[C:4]2[C:8](=[CH:9][CH:10]=1)/[C:7](=[CH:11]\[C:12]1[CH:17]=[CH:16][C:15]([S:18][CH3:19])=[CH:14][CH:13]=1)/[C:6]([CH3:20])=[C:5]2[CH2:21][CH2:22][O:23][NH2:24].[O:25]([CH2:32][CH:33]=O)[C:26]1[CH:31]=[CH:30][CH:29]=[CH:28][CH:27]=1>>[F:1][C:2]1[CH:3]=[C:4]2[C:8](=[CH:9][CH:10]=1)/[C:7](=[CH:11]\[C:12]1[CH:17]=[CH:16][C:15]([S:18][CH3:19])=[CH:14][CH:13]=1)/[C:6]([CH3:20])=[C:5]2[CH2:21][CH2:22][O:23][N:24]=[CH:33][CH2:32][O:25][C:26]1[CH:31]=[CH:30][CH:29]=[CH:28][CH:27]=1. Procedure details: The title compound is prepared by reaction of O-2-[Z-5-fluoro-2-methyl-1-(4-methylthiophenyl)methylene-1H-inden-3-yl]ethyl hydroxylamine with phenoxyacetaldehyde by the method of Example 1.